This data is from the Open Reaction Database (ORD), a public repository of structured organic reaction records. The task is: describe an organic reaction: reactants, conditions, products, and yield Product: ClC=1C=C(C=CC1F)C=1N=NC=C(C1)OC (3-(3-chloro-4-fluoro-phenyl)-5-methoxy-pyridazine), formula XI. Conditions: temperature 90 celsius. Solvent: O1CCOCC1 (dioxane), C(C)OC(C)=O (ethylacetate). Starting materials: ClC=1N=NC=C(C1)OC (3-Chloro-5-methoxy-pyridazine), ClC=1C=C(C=CC1F)B(O)O (3-chloro-4-fluorophenylboronic acid), C(=O)([O-])[O-].[Cs+].[Cs+] (Cs2CO3), C(C)(C)(C)P(C(C)(C)C)C(C)(C)C (tri-tert-butylphosphine). Reported procedure: 3-Chloro-5-methoxy-pyridazine (Bryant, R. D.; Kunng, F.-A.; South, M. S. J. Heterocycl. Chem. (1995), 32(5), 1473-6.), 3-chloro-4-fluorophenylboronic acid, Cs2CO3 and tris(dibenzylideneacetone)dipalladium chloroform complex are mixed and a solution of tri-tert-butylphosphine in degassed dioxane is added. The mixture is heated at about 90° C. for 22 hours then cooled to room temperature, ethylacetate is added, the solid is filtered and the filtrate is concentrated in vacuo to provide 3-(3-chloro-... Reaction SMILES: Cl[C:2]1[N:3]=[N:4][CH:5]=[C:6]([O:8][CH3:9])[CH:7]=1.[Cl:10][C:11]1[CH:12]=[C:13](B(O)O)[CH:14]=[CH:15][C:16]=1[F:17].C([O-])([O-])=O.[Cs+].[Cs+].C(P(C(C)(C)C)C(C)(C)C)(C)(C)C>O1CCOCC1.C(OC(=O)C)C>[Cl:10][C:11]1[CH:12]=[C:13]([C:2]2[N:3]=[N:4][CH:5]=[C:6]([O:8][CH3:9])[CH:7]=2)[CH:14]=[CH:15][C:16]=1[F:17] |f:2.3.4|. Reactants: [Al+3], C1CCOC1, [N-]=[N+]=NCc1cc(Oc2ccc3c(ccn3C(=O)Nc3cccc(C(F)(F)F)c3)c2)ccn1, [H-], [H-], [H-], [H-], [Li+]. Yields the product NCc1cc(Oc2ccc3c(ccn3C(=O)Nc3cccc(C(F)(F)F)c3)c2)ccn1. As a reaction SMILES: [Al+3:35].[CH2:40]1[O:41][CH2:42][CH2:43][CH2:44]1.[F:1][C:2]([c:3]1[cH:4][c:5]([NH:9][C:10](=[O:11])[n:12]2[cH:13][cH:14][c:15]3[cH:16][c:17]([O:21][c:22]4[cH:23][c:24]([CH2:28][N:29]=[N+:30]=[N-:31])[n:25][cH:26][cH:27]4)[cH:18][cH:19][c:20]23)[cH:6][cH:7][cH:8]1)([F:32])[F:33].[H-:34].[H-:37].[H-:38].[H-:39].[Li+:36]>>[F:1][C:2]([c:3]1[cH:4][c:5]([NH:9][C:10](=[O:11])[n:12]2[cH:13][cH:14][c:15]3[cH:16][c:17]([O:21][c:22]4[cH:23][c:24]([CH2:28][NH2:29])[n:25][cH:26][cH:27]4)[cH:18][cH:19][c:20]23)[cH:6][cH:7][cH:8]1)([F:32])[F:33]. Starting materials: COC1=CC2=C(CC(N(CC2)CCCCl)=O)C=C1OC (3-(7,8-dimethoxy-1,3,4,5-tetrahydro-2H-3-benzazepin-2-on-3-yl)-1-chloropropane), CN(C1=CC=C(C=C1)NCCCN)C (3-(4-dimethylamino-phenylamino)-propylamine). The product is COC1=CC2=C(CC(N(CC2)CCCNCCCNC2=CC=C(C=C2)N(C)C)=O)C=C1OC (N-[3-(7,8-Dimethoxy-1,3,4,5-tetrahydro-2H-3-benzazepin-2-on-3-yl)-propyl]-3-(4-dimethylaminophenylamino)-propylamine). As a reaction SMILES: [CH3:1][O:2][C:3]1[C:18]([O:19][CH3:20])=[CH:17][C:6]2[CH2:7][C:8](=[O:16])[N:9]([CH2:12][CH2:13][CH2:14]Cl)[CH2:10][CH2:11][C:5]=2[CH:4]=1.[CH3:21][N:22]([CH3:34])[C:23]1[CH:28]=[CH:27][C:26]([NH:29][CH2:30][CH2:31][CH2:32][NH2:33])=[CH:25][CH:24]=1>>[CH3:1][O:2][C:3]1[C:18]([O:19][CH3:20])=[CH:17][C:6]2[CH2:7][C:8](=[O:16])[N:9]([CH2:12][CH2:13][CH2:14][NH:33][CH2:32][CH2:31][CH2:30][NH:29][C:26]3[CH:25]=[CH:24][C:23]([N:22]([CH3:21])[CH3:34])=[CH:28][CH:27]=3)[CH2:10][CH2:11][C:5]=2[CH:4]=1. Procedure: The title compound is prepared from 3-(7,8-dimethoxy-1,3,4,5-tetrahydro-2H-3-benzazepin-2-on-3-yl)-1-chloropropane and 3-(4-dimethylamino-phenylamino)-propylamine analogously to Example 1. Starting materials: CC(C)(C)OC(=O)N1CCCC(C#N)C1, C1COCCO1, Cl. Yields the product N#CC1CCCNC1, Cl. RXN SMILES: [C:1](#[N:2])[CH:3]1[CH2:4][N:5]([C:9]([O:10][C:11]([CH3:12])([CH3:13])[CH3:14])=[O:15])[CH2:6][CH2:7][CH2:8]1.[CH2:17]1[O:18][CH2:19][CH2:20][O:21][CH2:22]1.[ClH:16]>>[C:1](#[N:2])[CH:3]1[CH2:4][NH:5][CH2:6][CH2:7][CH2:8]1.[ClH:16].